Dataset: the Open Reaction Database (ORD), a public repository of structured organic reaction records. Task: describe an organic reaction: reactants, conditions, products, and yield Starting materials: O=C(O)COCCc1ccccc1, O=C(Cl)C(=O)Cl, ClCCl, CN(C)C=O. The product is O=C(Cl)COCCc1ccccc1. Reaction SMILES: [CH2:1]([CH2:2][c:3]1[cH:4][cH:5][cH:6][cH:7][cH:8]1)[O:9][CH2:10][C:11](=[O:12])[OH:13].[Cl:14][C:15]([C:16]([Cl:17])=[O:18])=[O:19].[Cl:20][CH2:21][Cl:22].[O:23]=[CH:24][N:25]([CH3:26])[CH3:27]>>[CH2:1]([CH2:2][c:3]1[cH:4][cH:5][cH:6][cH:7][cH:8]1)[O:9][CH2:10][C:11](=[O:13])[Cl:14]. Reactants: C(#C)C(O)C1=CC=2C(CCC(C2C=C1)(C)C)(C)C (α-ethynyl-5,6,7,8-tetrahydro-5,5,8,8-tetramethyl-2-naphthalenemethanol), C(C)NC(C1=CC=C(C=C1)I)=O (N-ethyl-4-iodobenzamide), amide. Product: C(C)NC(C1=CC=C(C=C1)C#CC(O)C1=CC=2C(CCC(C2C=C1)(C)C)(C)C)=O (N-ethyl-4-(3-hydroxy-(5,6,7,8-tetrahydro-5,5,8,8-tetramethyl-2-naphthyl)-1-propynyl]benzamide). Reaction SMILES: [C:1]([CH:3]([C:5]1[CH:14]=[CH:13][C:12]2[C:11]([CH3:16])([CH3:15])[CH2:10][CH2:9][C:8]([CH3:18])([CH3:17])[C:7]=2[CH:6]=1)[OH:4])#[CH:2].[CH2:19]([NH:21][C:22](=[O:30])[C:23]1[CH:28]=[CH:27][C:26](I)=[CH:25][CH:24]=1)[CH3:20]>>[CH2:19]([NH:21][C:22](=[O:30])[C:23]1[CH:28]=[CH:27][C:26]([C:2]#[C:1][CH:3]([C:5]2[CH:14]=[CH:13][C:12]3[C:11]([CH3:16])([CH3:15])[CH2:10][CH2:9][C:8]([CH3:18])([CH3:17])[C:7]=3[CH:6]=2)[OH:4])=[CH:25][CH:24]=1)[CH3:20]. Procedure: Following the basic procedure of Example 11(d), by reacting 1.21 g (5 mmol) of α-ethynyl-5,6,7,8-tetrahydro-5,5,8,8-tetramethyl-2-naphthalenemethanol with 1.37 g (5.1 mmol) of N-ethyl-4-iodobenzamide, 596 mg (31%) of the expected amide, with a melting point of 153°-154° C., were obtained. Starting materials: [N+](=O)([O-])C1=CC=C(C(=O)N2C3=C(SC4=C(C2)C=CC=C4)C=CC=C3)C=C1 (10,11-dihydro-10-(4-nitrobenzoyl)dibenz[b,f][1,4]thiazepine), [H][H] (hydrogen). The solvent is CO (methanol). The product is NC1=CC=C(C(=O)N2C3=C(SC4=C(C2)C=CC=C4)C=CC=C3)C=C1 (10,11-Dihydro-10-(4-aminobenzoyl)dibenz[b,f][1,4]-thiazepine). Yield: 89.2%. As a reaction SMILES: [N+:1]([C:4]1[CH:26]=[CH:25][C:7]([C:8]([N:10]2[CH2:16][C:15]3[CH:17]=[CH:18][CH:19]=[CH:20][C:14]=3[S:13][C:12]3[CH:21]=[CH:22][CH:23]=[CH:24][C:11]2=3)=[O:9])=[CH:6][CH:5]=1)([O-])=O.[H][H]>CO>[NH2:1][C:4]1[CH:26]=[CH:25][C:7]([C:8]([N:10]2[CH2:16][C:15]3[CH:17]=[CH:18][CH:19]=[CH:20][C:14]=3[S:13][C:12]3[CH:21]=[CH:22][CH:23]=[CH:24][C:11]2=3)=[O:9])=[CH:6][CH:5]=1. Reported procedure: A mixture of 2.2 g of 10,11-dihydro-10-(4-nitrobenzoyl)dibenz[b,f][1,4]thiazepine in 150 ml of methanol is shaken in a Parr hydrogenator under 50 pounds per square inch of hydrogen for 72 hours. The mixture is filtered through diatomaceous earth and the filtrate evaporated in vacuo. The residue is re-crystallized from chloroform-hexane to give 1.8 g of crystals, m.p. 52°-55° C. The reactants are ClC1(C([C@H]2CCC=C[C@@H]12)=O)Cl ((1R,6S)-8,8-dichlorobicyclo [4.2.0]oct-2-en-7-one). Reported procedure: To a solution of 1.1 g (1R,6S)-8,8-dichlorobicyclo [4.2.0]oct-2-en-7-one, prepared as shown in Example 3A, in 10 ml of glacial acetic acid was added 2.0 g of zinc dust in portions over a period of 15 minutes. The mixture was then stirred at 65° C. for 1 hour, then a further 0.5 g of zinc dust was added and the mixture stirred at 75° C. for 1 hour. The mixture was cooled, filtered, the solid washed with hexane, the filtrate and combined washings diluted with water and extracted with hexane. The h... Yield: 71.1%. Reagents/catalysts: [Zn] (zinc), [Zn] (zinc). Conditions: temperature 65 celsius, time 1 hour. Reaction SMILES: Cl[C:2]1(Cl)[C@H:9]2[C@H:4]([CH2:5][CH2:6][CH:7]=[CH:8]2)[C:3]1=[O:10]>C(O)(=O)C.[Zn]>[C@H:9]12[CH2:2][C:3](=[O:10])[C@H:4]1[CH2:5][CH2:6][CH:7]=[CH:8]2. Solvent: C(C)(=O)O (acetic acid). The product is [C@H]12C=CCC[C@@H]2C(C1)=O ((1R,6S)-bicyclo[4.2.0]oct-2-en-7-one). Reactants: ClC1=NC=C(C(=N1)NC1=CC2=C(C=C1)OCCO2)F (2-chloro-N-(3,4-ethylenedioxyphenyl)-5-fluoro-4-pyrimidineamine), NN1C=CC=C1 (1-aminopyrrole). The product is C1OC=2C=C(C=CC2OC1)NC1=NC(=NC=C1F)NN1C=CC=C1 (N4-(3,4-ethylenedioxyphenyl)-5-fluoro-N2-(1H-pyrrol-1-yl)-2,4-pyrimidinediamine). As a reaction SMILES: Cl[C:2]1[N:7]=[C:6]([NH:8][C:9]2[CH:14]=[CH:13][C:12]3[O:15][CH2:16][CH2:17][O:18][C:11]=3[CH:10]=2)[C:5]([F:19])=[CH:4][N:3]=1.[NH2:20][N:21]1[CH:25]=[CH:24][CH:23]=[CH:22]1>>[CH2:17]1[CH2:16][O:15][C:12]2[CH:13]=[CH:14][C:9]([NH:8][C:6]3[C:5]([F:19])=[CH:4][N:3]=[C:2]([NH:20][N:21]4[CH:25]=[CH:24][CH:23]=[CH:22]4)[N:7]=3)=[CH:10][C:11]=2[O:18]1. Reported procedure: In like manner to the preparation of N4-(3,4-ethylenedioxyphenyl)-5-fluoro-N2-(3-hydroxyphenyl)-2,4-pyrimidinediamine, 2-chloro-N-(3,4-ethylenedioxyphenyl)-5-fluoro-4-pyrimidineamine was reacted with 1-aminopyrrole to provide N4-(3,4-ethylenedioxyphenyl)-5-fluoro-N2-(1H-pyrrol-1-yl)-2,4-pyrimidinediamine. 1H NMR (DMSO-d6): δ 9.95 (s, 1H), 9.16 (s, 1H), 7.95 (d, 1H, J=3.5 Hz), 7.16–7.12 (m, 2H), 6.69 (dd, 2H, J=2.3 and 4.7 Hz), 6.61 (d, 1H, J=8.8 Hz), 5.99 (dd, 2H, J=2.3 and 4.7 Hz), 4.12–4.15 (m... As a reaction SMILES: [N:1]12[CH2:8][CH2:7][CH2:6][C@H:5]1[CH2:4][CH:3]([C:9]#[N:10])[CH2:2]2.P([S-])(OCC)(OCC)=[S:12]>Cl.C(OCC)(=O)C>[N:1]12[CH2:8][CH2:7][CH2:6][C@H:5]1[CH2:4][CH:3]([C:9](=[S:12])[NH2:10])[CH2:2]2. The reactants are diastereomer mixture, N12CC(C[C@@H]2CCC1)C#N ((5S)-1-azabicyclo[3.3.0]octane-3-carbonitrile), P(=S)(OCC)(OCC)[S-] (O,O-diethyl dithiophosphate). Procedure: In 100 ml of 4N solution of hydrogen chloride in ethyl acetate, 5.10 g of a diastereomer mixture of (5S)-1-azabicyclo[3.3.0]octane-3-carbonitrile was dissolved. Then, 7 g of O,O-diethyl dithiophosphate was added, followed by stirring at room temperature for 16 hours. After the solvent was evaporated, the residue was washed with ethyl acetate, followed by drying under reduce pressure, whereby (5S)-1-azabicyclo[3.3.0]octane-3-carbothioamide was obtained. The resulting product was dissolved in 150 ... Solvent: solution, Cl (hydrogen chloride), C(C)(=O)OCC (ethyl acetate). Run at time 16 hour. Yields the product N12CC(C[C@@H]2CCC1)C(N)=S ((5S)-1-azabicyclo[3.3.0]octane-3-carbothioamide). Reactants: [Cl-], [Cl-], c1ccc(P(c2ccccc2)c2ccccc2)cc1, O=P(O)(O)c1ccccc1. Yields the product ClP(Cl)c1ccccc1. As a reaction SMILES: [Cl-:1].[Cl-:2].[c:13]1([P:14]([c:15]2[cH:16][cH:17][cH:18][cH:19][cH:20]2)[c:21]2[cH:22][cH:23][cH:24][cH:25][cH:26]2)[cH:27][cH:28][cH:29][cH:30][cH:31]1.[c:3]1([P:9](=[O:10])([OH:11])[OH:12])[cH:4][cH:5][cH:6][cH:7][cH:8]1>>[Cl:1][P:9]([Cl:2])[c:3]1[cH:4][cH:5][cH:6][cH:7][cH:8]1. Reactants: CC1NC2=CC=CC=C2CC1 (2-Methyl-1,2,3,4-tetrahydroquinoline), C(C)(=O)OC(C)=O (acetic anhydride). Run at time 8 hour. The product is C(C)(=O)N1C(CCC2=CC=CC=C12)C (1-Acetyl-2-methyl-1,2,3,4-tetrahydroquinoline). Yield: 243.5%. Reaction SMILES: [CH3:1][CH:2]1[CH2:11][CH2:10][C:9]2[C:4](=[CH:5][CH:6]=[CH:7][CH:8]=2)[NH:3]1.[C:12](OC(=O)C)(=[O:14])[CH3:13]>>[C:12]([N:3]1[C:4]2[C:9](=[CH:8][CH:7]=[CH:6][CH:5]=2)[CH2:10][CH2:11][CH:2]1[CH3:1])(=[O:14])[CH3:13]. Procedure details: 2-Methyl-1,2,3,4-tetrahydroquinoline (216 mg, 1.469 mmol, available from TCl), was measured into a reaction test tube and acetic anhydride (0.139 ml, 1.469 mmol) was added and left to stir overnight. LCMS analysis showed the reaction had gone to completion. The crude product was purified by MDAP to give the desired compound (677 mg) The reactants are NCc1ccco1, O=C(Nc1nc2cccc(Cl)n2n1)c1ccccc1. Product: O=C(Nc1nc2cccc(NCc3ccco3)n2n1)c1ccccc1. Reaction SMILES: [CH2:20]([c:21]1[cH:22][cH:23][cH:24][o:25]1)[NH2:26].[Cl:1][c:2]1[cH:3][cH:4][cH:5][c:6]2[n:7]1[n:8][c:9]([NH:11][C:12]([c:13]1[cH:14][cH:15][cH:16][cH:17][cH:18]1)=[O:19])[n:10]2>>[c:2]1([NH:26][CH2:20][c:21]2[cH:22][cH:23][cH:24][o:25]2)[cH:3][cH:4][cH:5][c:6]2[n:7]1[n:8][c:9]([NH:11][C:12]([c:13]1[cH:14][cH:15][cH:16][cH:17][cH:18]1)=[O:19])[n:10]2.